Task: describe an organic reaction: reactants, conditions, products, and yield. Dataset: the Open Reaction Database (ORD), a public repository of structured organic reaction records Reactants: CN(C)C=O, O=C=Nc1ccc(Cl)cc1, CCOC(=O)C(=O)c1csc(N)n1. Product: CCOC(=O)C(=O)c1csc(NC(=O)Nc2ccc(Cl)cc2)n1. Reaction SMILES: [CH3:24][N:25]([CH3:26])[CH:27]=[O:28].[Cl:14][c:15]1[cH:16][cH:17][c:18]([N:21]=[C:22]=[O:23])[cH:19][cH:20]1.[NH2:1][c:2]1[s:3][cH:4][c:5]([C:7]([C:8](=[O:9])[O:10][CH2:11][CH3:12])=[O:13])[n:6]1>>[NH:1]([c:2]1[s:3][cH:4][c:5]([C:7]([C:8](=[O:9])[O:10][CH2:11][CH3:12])=[O:13])[n:6]1)[C:22]([NH:21][c:18]1[cH:17][cH:16][c:15]([Cl:14])[cH:20][cH:19]1)=[O:23]. The reagents and catalysts are [Cu] (copper). Conditions: time 7 hour. The product is BrC1=C(C(=C(C=C1)SC)S(=O)(=O)C)C (4-Bromo-3-methyl-2-methylsulfonylthioanisole). Procedure details: 75 g of copper powder and 100 ml of dimethyl disulfide were added to 92 g (0.8 mol) of tert-butyl nitrite. At 50–52° C., a solution of 142 g (0.54 mol) of 4-bromo-3-methyl-2-methylsulfonyl aniline in 600 ml of dimethyl disulfide was added dropwise, and the mixture was stirred at 50–55° C. for 7 hours. After cooling, the mixture was filtered off with suction through kieselguhr, and dichloromethane was added to the filtrate. The organic phase was washed with dilute hydrochloric acid and then with ... Reaction SMILES: N(OC(C)(C)C)=O.[Br:8][C:9]1[CH:15]=[CH:14][C:12](N)=[C:11]([S:16]([CH3:19])(=[O:18])=[O:17])[C:10]=1[CH3:20].[CH3:21][S:22]SC>[Cu]>[Br:8][C:9]1[CH:15]=[CH:14][C:12]([S:22][CH3:21])=[C:11]([S:16]([CH3:19])(=[O:18])=[O:17])[C:10]=1[CH3:20]. Starting materials: BrC1=C(C(=C(N)C=C1)S(=O)(=O)C)C (4-bromo-3-methyl-2-methylsulfonyl aniline), CSSC (dimethyl disulfide), N(=O)OC(C)(C)C (tert-butyl nitrite), CSSC (dimethyl disulfide). The reactants are O=S(=O)(Cl)c1cnc(Cl)c(Br)c1, CC(C)(C)OC(=O)COc1cccc2c1CCCC2N, CCN(C(C)C)C(C)C. Yields the product CC(C)(C)OC(=O)COc1cccc2c1CCCC2NS(=O)(=O)c1cnc(Cl)c(Br)c1. As a reaction SMILES: [Br:30][c:31]1[cH:32][c:33]([S:38](=[O:39])(=[O:40])[Cl:41])[cH:34][n:35][c:36]1[Cl:37].[C:1]([CH3:2])([CH3:3])([CH3:4])[O:5][C:6]([CH2:7][O:8][c:9]1[cH:10][cH:11][cH:12][c:13]2[c:18]1[CH2:17][CH2:16][CH2:15][CH:14]2[NH2:19])=[O:20].[CH:21]([N:22]([CH:23]([CH3:24])[CH3:25])[CH2:26][CH3:27])([CH3:28])[CH3:29]>>[C:1]([CH3:2])([CH3:3])([CH3:4])[O:5][C:6]([CH2:7][O:8][c:9]1[cH:10][cH:11][cH:12][c:13]2[c:18]1[CH2:17][CH2:16][CH2:15][CH:14]2[NH:19][S:38]([c:33]1[cH:32][c:31]([Br:30])[c:36]([Cl:37])[n:35][cH:34]1)(=[O:39])=[O:40])=[O:20]. Starting materials: BrC1=NC(=C2N1C1=CC(=CC=C1N=C2C)F)C (1-Bromo-8-fluoro-3,4-dimethylimidazo[1,5-a]quinoxaline), FC1=C(C=CC(=C1)F)B(O)O (2,4-difluorophenylboronic acid), C(=O)([O-])[O-].[K+].[K+] (K2CO3). The product is FC1=C(C=CC(=C1)F)C1=NC(=C2N1C1=CC(=CC=C1N=C2C)F)C (1-(2,4-Difluorophenyl)-8-fluoro-3,4-dimethylimidazo[1,5-a]quinoxaline). Yield: 50.1%. RXN SMILES: Br[C:2]1[N:6]2[C:7]3[C:12]([N:13]=[C:14]([CH3:15])[C:5]2=[C:4]([CH3:17])[N:3]=1)=[CH:11][CH:10]=[C:9]([F:16])[CH:8]=3.[F:18][C:19]1[CH:24]=[C:23]([F:25])[CH:22]=[CH:21][C:20]=1B(O)O.C([O-])([O-])=O.[K+].[K+]>C1C=CC([P]([Pd]([P](C2C=CC=CC=2)(C2C=CC=CC=2)C2C=CC=CC=2)([P](C2C=CC=CC=2)(C2C=CC=CC=2)C2C=CC=CC=2)[P](C2C=CC=CC=2)(C2C=CC=CC=2)C2C=CC=CC=2)(C2C=CC=CC=2)C2C=CC=CC=2)=CC=1>[F:18][C:19]1[CH:24]=[C:23]([F:25])[CH:22]=[CH:21][C:20]=1[C:2]1[N:6]2[C:7]3[C:12]([N:13]=[C:14]([CH3:15])[C:5]2=[C:4]([CH3:17])[N:3]=1)=[CH:11][CH:10]=[C:9]([F:16])[CH:8]=3 |f:2.3.4,^1:38,40,59,78|. Reagents/catalysts: C=1C=CC(=CC1)[P](C=2C=CC=CC2)(C=3C=CC=CC3)[Pd]([P](C=4C=CC=CC4)(C=5C=CC=CC5)C=6C=CC=CC6)([P](C=7C=CC=CC7)(C=8C=CC=CC8)C=9C=CC=CC9)[P](C=1C=CC=CC1)(C=1C=CC=CC1)C=1C=CC=CC1 (Pd(PPh3)4). Procedure: Following the general Suzuki coupling procedure, reaction of bromide 5A (75 mg, 0.25 mmol), 2,4-difluorophenylboronic acid (48 mg, 0.30 mmol), K2CO3 (105 mg, 0.75 mmol) and Pd(PPh3)4 (5.8 mg, 0.005 mmol) provided the coupling product as a white powder (41 mg, 50% yield). EIMS 328.0 [M+H]+. The reactants are ClC1=NC=2N(C(N(C)C(C2N1)=O)=O)C (8-Chlorotheophylline), C(C1=CC=CC=C1)Br (benzyl bromide). Product: C(C1=CC=CC=C1)N1C(=NC=2N(C(N(C(C12)=O)C)=O)C)Cl (7-Benzyl-8-chloro-1,3-dimethyl-3,7-dihydropurine-2,6-dione). RXN SMILES: [Cl:1][C:2]1[NH:11][C:10]2[C:9](=[O:12])[N:7]([CH3:8])[C:6](=[O:13])[N:5]([CH3:14])[C:4]=2[N:3]=1.[CH2:15](Br)[C:16]1[CH:21]=[CH:20][CH:19]=[CH:18][CH:17]=1>>[CH2:15]([N:11]1[C:10]2[C:9](=[O:12])[N:7]([CH3:8])[C:6](=[O:13])[N:5]([CH3:14])[C:4]=2[N:3]=[C:2]1[Cl:1])[C:16]1[CH:21]=[CH:20][CH:19]=[CH:18][CH:17]=1. Reported procedure: From 8-Chlorotheophylline (50 g, 233 mmol) and benzyl bromide. Starting materials: O (water), COCCl (Chloromethyl methyl ether), [H-].[Na+] (sodium hydride), CNC(=O)N1N=C(C=C1C)OC1=NC=C(C=C1Cl)C(F)(F)F (N-methyl-3-(3-chloro-5-trifluoromethylpyridin-2-yloxy)-5-methylpyrazole-1-carboxamide). Run in CN(C)C=O (DMF). Reaction conditions: time 8 hour. Yields the product CN(C(=O)N1N=C(C=C1C)OC1=NC=C(C=C1Cl)C(F)(F)F)COC (N-methyl-N-methoxymethyl-3-(3-chloro-5-trifluoromethylpyridin-2-yloxy)-5-methylpyrazole-1-carboxamide). Yield: 23.8%. As a reaction SMILES: [CH3:1][O:2][CH2:3]Cl.[H-].[Na+].[CH3:7][NH:8][C:9]([N:11]1[C:15]([CH3:16])=[CH:14][C:13]([O:17][C:18]2[C:23]([Cl:24])=[CH:22][C:21]([C:25]([F:28])([F:27])[F:26])=[CH:20][N:19]=2)=[N:12]1)=[O:10].O>CN(C=O)C>[CH3:7][N:8]([CH2:3][O:2][CH3:1])[C:9]([N:11]1[C:15]([CH3:16])=[CH:14][C:13]([O:17][C:18]2[C:23]([Cl:24])=[CH:22][C:21]([C:25]([F:27])([F:28])[F:26])=[CH:20][N:19]=2)=[N:12]1)=[O:10] |f:1.2|. Procedure details: Chloromethyl methyl ether (0.16 g, 2.0 mmol) was added to a solution of sodium hydride (60% in oil, 0.09 g, 2.2 mmol) and N-methyl-3-(3-chloro-5-trifluoromethylpyridin-2-yloxy)-5-methylpyrazole-1-carboxamide (0.67 g, 2.0 mmol) in DMF (10 ml) at 0° C., and while the mixture was allowed to have room temperature gradually, the mixture was stirred overnight. After completion of the reaction, water was added to the reaction mixture, and the mixture was extracted with ethyl acetate (10 ml×3). An organ... The reactants are Cl.C(C)OC(CN)=O (glycine ethyl ester hydrochloride), C(C(=O)Cl)(=O)Cl (oxalyl chloride), CN(C=O)C (N,N-dimethylformamide), C(C(C)C)OC1=C(C(=O)C=2C=CC(=C(C(=O)O)C2)OCC(C)C)C=CC(=C1)OCC(C)C (5-(2,4-diisobutoxybenzoyl)-2-isobutoxybenzoic acid). Solvent: C(C)N(CC)CC (triethylamine), O (water), C(Cl)(Cl)Cl (chloroform), O1CCCC1 (tetrahydrofuran). Conditions: time 1 hour. Yields the product C(C(C)C)OC1=C(C(=O)C=2C=CC(=C(C(=O)NCC(=O)OCC)C2)OCC(C)C)C=CC(=C1)OCC(C)C (ethyl 2-{[5-(2,4-diisobutoxybenzoyl)-2-isobutoxybenzoyl]amino}acetate). The yield is 83.9%. RXN SMILES: [CH2:1]([O:5][C:6]1[CH:27]=[C:26]([O:28][CH2:29][CH:30]([CH3:32])[CH3:31])[CH:25]=[CH:24][C:7]=1[C:8]([C:10]1[CH:11]=[CH:12][C:13]([O:19][CH2:20][CH:21]([CH3:23])[CH3:22])=[C:14]([CH:18]=1)[C:15](O)=[O:16])=[O:9])[CH:2]([CH3:4])[CH3:3].C(Cl)(=O)C(Cl)=O.CN(C)C=O.Cl.[CH2:45]([O:47][C:48](=[O:51])[CH2:49][NH2:50])[CH3:46]>O1CCCC1.O.C(Cl)(Cl)Cl.C(N(CC)CC)C>[CH2:1]([O:5][C:6]1[CH:27]=[C:26]([O:28][CH2:29][CH:30]([CH3:32])[CH3:31])[CH:25]=[CH:24][C:7]=1[C:8]([C:10]1[CH:11]=[CH:12][C:13]([O:19][CH2:20][CH:21]([CH3:23])[CH3:22])=[C:14]([CH:18]=1)[C:15]([NH:50][CH2:49][C:48]([O:47][CH2:45][CH3:46])=[O:51])=[O:16])=[O:9])[CH:2]([CH3:4])[CH3:3] |f:3.4|. Procedure details: In 40 ml of tetrahydrofuran is dissolved 4.00 g of 5-(2,4-diisobutoxybenzoyl)-2-isobutoxybenzoic acid, to which are added 0.95 ml of oxalyl chloride and 20 μl of N,N-dimethylformamide. The mixture thus obtained is stirred at ambient temperature for one hour. To the reaction mixture are added 3.03 g of glycine ethyl ester hydrochloride and 4.2 ml of triethylamine successively, and the mixture thus obtained is stirred for one hour under reflux with heating. The reaction mixture is cooled to ambien...